Dataset: the Open Reaction Database (ORD), a public repository of structured organic reaction records. Task: describe an organic reaction: reactants, conditions, products, and yield The product is C(C)C1=C(NC2=CC=C(C=C12)O)CCC (3-ethyl-5-hydroxy-2-propyl indole). Reactants: C([O-])(O)=O.[Na+] (sodium bicarbonate), C(C)(=O)OCC (ethyl acetate), C(C)C1=C(NC2=CC=C(C=C12)OC)CCC (3-Ethyl-5-methoxy-2-propyl indole). Procedure details: 3-Ethyl-5-methoxy-2-propyl indole (2.92 g) in 15 ml of hydrogen bromide acetic acid solution was heated at 100° C. for 4 hours. The cooled solution was poured into an aqueous sodium bicarbonate solution (100 ml) and ethyl acetate with stirring. The separated organic layer was washed with water, dried over magnesium sulfate, and concentrated in vacuo. The crude product was chromatographed on silica gel using 30% ethyl acetate in n-hexanes as eluent to yield 3-ethyl-5-hydroxy-2-propyl indole (2.7 ... The solvent is C(C)(=O)O.Br (hydrogen bromide acetic acid). Reaction SMILES: [CH2:1]([C:3]1[C:11]2[C:6](=[CH:7][CH:8]=[C:9]([O:12]C)[CH:10]=2)[NH:5][C:4]=1[CH2:14][CH2:15][CH3:16])[CH3:2].C(=O)(O)[O-].[Na+].C(OCC)(=O)C>C(O)(=O)C.Br>[CH2:1]([C:3]1[C:11]2[C:6](=[CH:7][CH:8]=[C:9]([OH:12])[CH:10]=2)[NH:5][C:4]=1[CH2:14][CH2:15][CH3:16])[CH3:2] |f:1.2,4.5|. Isolated yield 98.8%. The reactants are C(C1=CC=CC=C1)OC(=O)N[C@H]1CCC=2N(C(C(=C(N2)C(=O)OC)O)=O)C1 (Methyl (7S)-7-{[(benzyloxy)carbonyl]amino}-3-hydroxy-4-oxo-6,7,8,9-tetrahydro-4H-pyrido[1,2-a]pyrimidine-2-carboxylate), CO (MeOH), FC1=CC=C(CN)C=C1 (p-fluorobenzylamine). Yields the product N[C@H]1CCC=2N(C(C(=C(N2)C(=O)NCC2=CC=C(C=C2)F)O)=O)C1 ((−)-(7S)-7-Amino-N-(4-fluorobenzyl)-3-hydroxy-4-oxo-6,7,8,9-tetrahydro-4H-pyrido[1,2-a]pyrimidine-2-carboxamide). As a reaction SMILES: C(OC([NH:11][C@@H:12]1[CH2:27][N:16]2[C:17](=[O:26])[C:18]([OH:25])=[C:19]([C:21]([O:23]C)=O)[N:20]=[C:15]2[CH2:14][CH2:13]1)=O)C1C=CC=CC=1.CO.[F:30][C:31]1[CH:38]=[CH:37][C:34]([CH2:35][NH2:36])=[CH:33][CH:32]=1>>[NH2:11][C@@H:12]1[CH2:27][N:16]2[C:17](=[O:26])[C:18]([OH:25])=[C:19]([C:21]([NH:36][CH2:35][C:34]3[CH:37]=[CH:38][C:31]([F:30])=[CH:32][CH:33]=3)=[O:23])[N:20]=[C:15]2[CH2:14][CH2:13]1. Procedure details: The product from Step 2 was dissolved in MeOH (6 mmol), p-fluorobenzylamine (2.0 eq) was added and the mixture was stirred at reflux for 6 hours. The solvent was removed under reduced pressure and the residue was diluted with ethyl acetate. The organic phase was washed with 1N HCl, brine, dried over Na2SO4, filtered and concentrated to dryness under vacuum. To the resulting crude MeOH was added (20 ml/mmol) and the mixture was hydrogenated at atm pressure on 10% (w/w) Pd/C over night. After filt... Starting materials: CC(=O)O, O=[N+]([O-])c1cccc2nccnc12, O. Yields the product Nc1cccc2nccnc12. Reaction SMILES: [C:15]([OH:16])(=[O:17])[CH3:18].[N+:1]([O-:2])(=[O:3])[c:4]1[c:5]2[n:6][cH:7][cH:8][n:9][c:10]2[cH:11][cH:12][cH:13]1.[OH2:14]>>[NH2:1][c:4]1[c:5]2[n:6][cH:7][cH:8][n:9][c:10]2[cH:11][cH:12][cH:13]1.